Task: describe an organic reaction: reactants, conditions, products, and yield. Dataset: the Open Reaction Database (ORD), a public repository of structured organic reaction records Starting materials: CC=1C=C(C=NC1)NC1=C(C=C(C(=N1)N[C@@H]1[C@@H](CCCC1)NC(OC(C)(C)C)=O)F)C#N (tert-butyl cis-2-(6-(5-methylpyridin-3-ylamino)-5-cyano-3-fluoropyridin-2-ylamino)cyclohexylcarbamate), [OH-].[Na+] (sodium hydroxide), OO (hydrogen peroxide), CS(=O)C (dimethyl sulfoxide). Run in C(C)O (ethanol), O (water). Reaction conditions: temperature 34 celsius, time 30 minute. The product is NC(=O)C=1C=C(C(=NC1NC=1C=NC=C(C1)C)N[C@@H]1[C@@H](CCCC1)NC(OC(C)(C)C)=O)F (tert-butyl cis-2-(5-aminocarbonyl-3-fluoro-6-(5-methylpyridin-3-ylamino)pyridin-2-ylamino)cyclohexylcarbamate). Reaction SMILES: [OH-:1].[Na+].OO.CS(C)=O.[CH3:9][C:10]1[CH:11]=[C:12]([NH:16][C:17]2[N:22]=[C:21]([NH:23][C@H:24]3[CH2:29][CH2:28][CH2:27][CH2:26][C@H:25]3[NH:30][C:31](=[O:37])[O:32][C:33]([CH3:36])([CH3:35])[CH3:34])[C:20]([F:38])=[CH:19][C:18]=2[C:39]#[N:40])[CH:13]=[N:14][CH:15]=1>O.C(O)C>[NH2:40][C:39]([C:18]1[CH:19]=[C:20]([F:38])[C:21]([NH:23][C@H:24]2[CH2:29][CH2:28][CH2:27][CH2:26][C@H:25]2[NH:30][C:31](=[O:37])[O:32][C:33]([CH3:36])([CH3:34])[CH3:35])=[N:22][C:17]=1[NH:16][C:12]1[CH:13]=[N:14][CH:15]=[C:10]([CH3:9])[CH:11]=1)=[O:1] |f:0.1|. Procedure details: A 5N sodium hydroxide aqueous solution (1.18 ml) and 30% hydrogen peroxide solution (0.70 ml) were added to a solution of dimethyl sulfoxide (10 ml) and ethanol (10 ml) containing tert-butyl cis-2-(6-(5-methylpyridin-3-ylamino)-5-cyano-3-fluoropyridin-2-ylamino)cyclohexylcarbamate (520 mg), followed by stirring at 34° C. for 30 minutes. The reaction mixture was cooled to room temperature, and water was added. Solid matter was collected by filtration, dissolved in ethyl acetate and tetrahydrofura... Starting materials: CC=1C(=NC=C(C1)[N+](=O)[O-])C1=CC=C(C=C1)C(F)(F)F (3-methyl-5-nitro-2-(4-(trifluoromethyl)phenyl)pyridine), [H][H] (hydrogen). Reagents/catalysts: [Pd] (palladium on carbon). Solvent: C(C)O (ethanol). Reaction conditions: time 3 hour. The product is CC=1C=C(C=NC1C1=CC=C(C=C1)C(F)(F)F)N (5-methyl-6-(4-(trifluoromethyl)phenyl)pyridin-3-amine). The yield is 99.4%. RXN SMILES: [CH3:1][C:2]1[C:3]([C:11]2[CH:16]=[CH:15][C:14]([C:17]([F:20])([F:19])[F:18])=[CH:13][CH:12]=2)=[N:4][CH:5]=[C:6]([N+:8]([O-])=O)[CH:7]=1.[H][H]>C(O)C.[Pd]>[CH3:1][C:2]1[CH:7]=[C:6]([NH2:8])[CH:5]=[N:4][C:3]=1[C:11]1[CH:12]=[CH:13][C:14]([C:17]([F:20])([F:18])[F:19])=[CH:15][CH:16]=1. Procedure details: To a solution of 3-methyl-5-nitro-2-(4-(trifluoromethyl)phenyl)pyridine (223 mg, 0.79 mmol) in ethanol (30 mL) was added 10 wt % palladium on carbon (100 mg). The reaction was pressurized to 50 psi hydrogen and was stirred at room temperature for 3 hours. The reaction mixture was filtered through Celite and concentrated to give 5-methyl-6-(4-(trifluoromethyl)phenyl)pyridin-3-amine (198 mg, 99%). 1H NMR (400 MHz, CDCl3, δ): 8.04 (s, 1H), 7.67 (m, 2H), 7.60 (m, 2H), 6.91 (s, 1H), 3.72 (br s, 2H), ... Reactants: C(C)OC(=O)C1C(CN(CCC1)C(=O)OC(C)(C)C)=O (3-oxo-azepane-1,4-dicarboxylic acid 1-tert-butyl ester 4-ethyl ester), FC(C(=O)[O-])(F)F.C(C)[N+](=C(N)N)CC (diethyl guanidinium trifluoroacetate), [O-]CC.[Na+] (sodium ethoxide). The solvent is CCO (EtOH), O (H2O). Yields the product C(C)(C)(C)OC(=O)N1CC2=C(CCC1)C(=NC(=N2)N(CC)CC)O (2-Diethylamino-4-hydroxy-5,6,7,9-tetrahydro-pyrimido[4,5-c]azepine-8-carboxylic acid tert-butyl ester). Isolated yield 0.0%. Reaction SMILES: C(O[C:4]([CH:6]1[CH2:12][CH2:11][CH2:10][N:9]([C:13]([O:15][C:16]([CH3:19])([CH3:18])[CH3:17])=[O:14])[CH2:8][C:7]1=O)=[O:5])C.FC(F)(F)C([O-])=O.[CH2:28]([N+:30]([CH2:34][CH3:35])=[C:31]([NH2:33])[NH2:32])[CH3:29].[O-]CC.[Na+]>CCO.O>[C:16]([O:15][C:13]([N:9]1[CH2:10][CH2:11][CH2:12][C:6]2[C:4]([OH:5])=[N:32][C:31]([N:30]([CH2:34][CH3:35])[CH2:28][CH3:29])=[N:33][C:7]=2[CH2:8]1)=[O:14])([CH3:17])([CH3:18])[CH3:19] |f:1.2,3.4|. Reported procedure: To a solution of 3-oxo-azepane-1,4-dicarboxylic acid 1-tert-butyl ester 4-ethyl ester (0.67 g, 2.3 mmol) in EtOH (10 mL) was added diethyl guanidinium trifluoroacetate (0.54 g, 2.3 mmol) and sodium ethoxide (21 wt % in EtOH, 2.3 mL). The reaction was heated at reflux for 16 h then cooled to room temperature (rt). The reaction mixture was diluted with H2O and extracted with CH2Cl2 (2×). The combined organic extracts were dried and concentrated. The resulting material was triturated with hexanes/E...